Dataset: the Open Reaction Database (ORD), a public repository of structured organic reaction records. Task: describe an organic reaction: reactants, conditions, products, and yield Reactants: O=C([O-])O, COc1ccnc(CSc2nc3cc(C)c(OC)nc3[nH]2)c1C, CO, Cc1ccccc1, O=C(OO)c1cccc(Cl)c1, [Na+]. Yields the product COc1ccnc(CS(=O)c2nc3cc(C)c(OC)nc3[nH]2)c1C. Reaction SMILES: [C:35](=[O:36])([OH:37])[O-:38].[CH3:1][O:2][c:3]1[c:4]([CH3:23])[cH:5][c:6]2[c:7]([n:8]1)[nH:9][c:10]([S:12][CH2:13][c:14]1[n:15][cH:16][cH:17][c:18]([O:21][CH3:22])[c:19]1[CH3:20])[n:11]2.[CH3:40][OH:41].[CH3:42][c:43]1[cH:44][cH:45][cH:46][cH:47][cH:48]1.[Cl:24][c:25]1[cH:26][cH:27][cH:28][c:29]([C:30]([O:31][OH:33])=[O:32])[cH:34]1.[Na+:39]>>[CH3:1][O:2][c:3]1[c:4]([CH3:23])[cH:5][c:6]2[c:7]([n:8]1)[nH:9][c:10]([S:12]([CH2:13][c:14]1[n:15][cH:16][cH:17][c:18]([O:21][CH3:22])[c:19]1[CH3:20])=[O:32])[n:11]2. Reaction conditions: time 8 hour. Procedure: To a mixture of methyl 4-{[cyclohexyl(6-methoxy-1-methyl-1H-benzimidazol-2-yl)methyl]amino}benzoate (625 mg) synthesized above, tetrahydrofuran (10 mL) and ethanol (10 mL) was added 1N aqueous sodium hydroxide solution (5.00 mL), and the mixture was stirred overnight with heating under reflux, and concentrated under reduced pressure. The residue was dissolved in water (20 mL), and 1N hydrochloric acid (5.00 mL) was added at 0° C. The resulting precipitate was collected by filtration to give the ... Reactants: C1(CCCCC1)C(C1=NC2=C(N1C)C=C(C=C2)OC)NC2=CC=C(C(=O)OC)C=C2 (methyl 4-{[cyclohexyl(6-methoxy-1-methyl-1H-benzimidazol-2-yl)methyl]amino}benzoate), O1CCCC1 (tetrahydrofuran), [OH-].[Na+] (sodium hydroxide). Product: C1(CCCCC1)C(C1=NC2=C(N1C)C=C(C=C2)OC)NC2=CC=C(C(=O)O)C=C2 (4-{[cyclohexyl(6-methoxy-1-methyl-1H-benzimidazol-2-yl)methyl]amino}benzoic acid). As a reaction SMILES: [CH:1]1([CH:7]([NH:20][C:21]2[CH:30]=[CH:29][C:24]([C:25]([O:27]C)=[O:26])=[CH:23][CH:22]=2)[C:8]2[N:12]([CH3:13])[C:11]3[CH:14]=[C:15]([O:18][CH3:19])[CH:16]=[CH:17][C:10]=3[N:9]=2)[CH2:6][CH2:5][CH2:4][CH2:3][CH2:2]1.O1CCCC1.[OH-].[Na+]>C(O)C>[CH:1]1([CH:7]([NH:20][C:21]2[CH:30]=[CH:29][C:24]([C:25]([OH:27])=[O:26])=[CH:23][CH:22]=2)[C:8]2[N:12]([CH3:13])[C:11]3[CH:14]=[C:15]([O:18][CH3:19])[CH:16]=[CH:17][C:10]=3[N:9]=2)[CH2:6][CH2:5][CH2:4][CH2:3][CH2:2]1 |f:2.3|. Run in C(C)O (ethanol). The reactants are CC1=C(C(=O)P([O-])(=O)C2=CC=CC=C2)C(=CC(=C1)C)C.[Na+] (Sodium 2,4,6-trimethylbenzoylphenylphosphinate). Solvent: O (water), S(O)(O)(=O)=O (sulfuric acid). The product is CC1=C(C(=O)P(O)(=O)C2=CC=CC=C2)C(=CC(=C1)C)C (2,4,6-Trimethylbenzoylphenylphosphinic acid). Reaction SMILES: [CH3:1][C:2]1[CH:18]=[C:17]([CH3:19])[CH:16]=[C:15]([CH3:20])[C:3]=1[C:4]([P:6]([C:9]1[CH:14]=[CH:13][CH:12]=[CH:11][CH:10]=1)(=[O:8])[O-:7])=[O:5].[Na+]>O.S(=O)(=O)(O)O>[CH3:1][C:2]1[CH:18]=[C:17]([CH3:19])[CH:16]=[C:15]([CH3:20])[C:3]=1[C:4]([P:6]([C:9]1[CH:14]=[CH:13][CH:12]=[CH:11][CH:10]=1)(=[O:7])[OH:8])=[O:5] |f:0.1|. Procedure details: 46.5 parts by weight of the sodium salt of Example 1 were dissolved in 300 parts by weight of water, and 150 parts by volume of 1N sulfuric acid were added. The resulting precipitate was filtered off under suction, washed with water and dried, and 38.9 parts by weight of product were obtained. Starting materials: Cl (Hydrochloric acid), C(C)OC(N1C(C(C2=CC=CC=C12)C1=NC=NC2=CC(=C(C=C12)OC)OCCOC)=O)OCC (4-(1-diethoxymethyloxindol-3-yl)-6-methoxy-7-(2-methoxyethoxy)quinazoline). Solvent: C(C)O (ethanol). Run at time 30 minute. Product: C(=O)N1C(C(C2=CC=CC=C12)C1=NC=NC2=CC(=C(C=C12)OC)OCCOC)=O (4-(1-formyloxindol-3-yl)-6-methoxy-7-(2-methoxyethoxy)quinazoline). Yield: 67.6%. Reaction SMILES: Cl.C([O:4][CH:5](OCC)[N:6]1[C:14]2[C:9](=[CH:10][CH:11]=[CH:12][CH:13]=2)[CH:8]([C:15]2[C:24]3[C:19](=[CH:20][C:21]([O:27][CH2:28][CH2:29][O:30][CH3:31])=[C:22]([O:25][CH3:26])[CH:23]=3)[N:18]=[CH:17][N:16]=2)[C:7]1=[O:32])C>C(O)C>[CH:5]([N:6]1[C:14]2[C:9](=[CH:10][CH:11]=[CH:12][CH:13]=2)[CH:8]([C:15]2[C:24]3[C:19](=[CH:20][C:21]([O:27][CH2:28][CH2:29][O:30][CH3:31])=[C:22]([O:25][CH3:26])[CH:23]=3)[N:18]=[CH:17][N:16]=2)[C:7]1=[O:32])=[O:4]. Procedure details: 2M Hydrochloric acid (0.54 ml, 1.08 mmol) was added to a solution of 4-(1-diethoxymethyloxindol-3-yl)-6-methoxy-7-(2-methoxyethoxy)quinazoline (250 mg, 0.53 mmol), (prepared as described in Example 2), in ethanol (10 ml) at ambient temperature. A precipitate rapidly appeared. The mixture was stirred for 30 minutes, the solid was collected by filtration washed with ethanol and then ether and dried under vacuum at 60° C. to give 4-(1-formyloxindol-3-yl)-6-methoxy-7-(2-methoxyethoxy)quinazoline (14...